From a dataset of the Open Reaction Database (ORD), a public repository of structured organic reaction records. describe an organic reaction: reactants, conditions, products, and yield The reactants are C(=O)([O-])[O-].[Na+].[Na+] (Na2CO3), N[C@@H]1[C@@H](N(C[C@H](C1)CO)C(=O)OCC1=CC=CC=C1)C1=CC=CC=C1 ((2S*,3S*,5S*)-3-amino-1-benzyloxycarbonyl-5-hydroxymethyl-2-phenylpiperidine), COC1=C(C=O)C=C(C=C1)OC(F)(F)F (2-methoxy-5-trifluoromethoxybenzaldehyde), [BH-](OC(=O)C)(OC(=O)C)OC(=O)C.[Na+] (NaB(OAc)3H). Solvent: C(Cl)Cl (CH2Cl2). Run at time 3 hour. Product: C(C1=CC=CC=C1)OC(=O)N1[C@H]([C@H](C[C@@H](C1)CO)NCC1=C(C=CC(=C1)OC(F)(F)F)OC)C1=CC=CC=C1 ((2S*,3S*,5S*)-1-Benzyloxycarbonyl-5-hydroxymethyl-3-[N-(2-methoxy-5-trifluoromethoxybenzyl)amino]-2-phenylpiperidine). Isolated yield 121.5%. As a reaction SMILES: [NH2:1][C@H:2]1[CH2:7][C@H:6]([CH2:8][OH:9])[CH2:5][N:4]([C:10]([O:12][CH2:13][C:14]2[CH:19]=[CH:18][CH:17]=[CH:16][CH:15]=2)=[O:11])[C@H:3]1[C:20]1[CH:25]=[CH:24][CH:23]=[CH:22][CH:21]=1.[CH3:26][O:27][C:28]1[CH:35]=[CH:34][C:33]([O:36][C:37]([F:40])([F:39])[F:38])=[CH:32][C:29]=1[CH:30]=O.[BH-](OC(C)=O)(OC(C)=O)OC(C)=O.[Na+].C([O-])([O-])=O.[Na+].[Na+]>C(Cl)Cl>[CH2:13]([O:12][C:10]([N:4]1[CH2:5][C@@H:6]([CH2:8][OH:9])[CH2:7][C@H:2]([NH:1][CH2:30][C:29]2[CH:32]=[C:33]([O:36][C:37]([F:38])([F:39])[F:40])[CH:34]=[CH:35][C:28]=2[O:27][CH3:26])[C@@H:3]1[C:20]1[CH:21]=[CH:22][CH:23]=[CH:24][CH:25]=1)=[O:11])[C:14]1[CH:15]=[CH:16][CH:17]=[CH:18][CH:19]=1 |f:2.3,4.5.6|. Procedure: To a stirred solution of (2S*,3S*,5S*)-3-amino-1-benzyloxycarbonyl-5-hydroxymethyl-2-phenylpiperidine (0.50 g, 1.36 mmol)) and 2-methoxy-5-trifluoromethoxybenzaldehyde (0.37 g, 1.70 mmol) in CH2Cl2 (20.0 ml) was added NaB(OAc)3H (0.43 g, 2.04 mmol) portionwise. The reaction mixture was stirred at room temperature for 3 hours, and then basified with sat. Na2CO3 aq. solution. The mixture was extracted with CH2Cl2. The combined extracts were dried (Na2SO4), and concentrated in vacuo to give a red o... The reactants are [Mg] (magnesium), CC1=CC=C(C=O)O1 (5-methylfurfural), C(C#C)Cl (propargyl chloride), resultant mixture, resultant mixture. The reagents and catalysts are [Br-].[Zn+2].[Br-] (zinc bromide), C(C#C)Cl (Propargyl chloride). Run in O1CCCC1 (tetrahydrofuran), O1CCCC1 (tetrahydrofuran). Run at temperature 10 celsius. Product: OC(CC#C)C=1OC(=CC1)C (2-(1-hydroxy-3-butynyl)-5-methylfuran). Yield: 80.3%. Reaction SMILES: [Mg].[CH3:2][C:3]1[O:9][C:6]([CH:7]=[O:8])=[CH:5][CH:4]=1.[CH2:10](Cl)[C:11]#[CH:12]>[Br-].[Zn+2].[Br-].C(Cl)C#C.O1CCCC1>[OH:8][CH:7]([C:6]1[O:9][C:3]([CH3:2])=[CH:4][CH:5]=1)[CH2:12][C:11]#[CH:10] |f:3.4.5|. Reported procedure: In the same flask as in Example 1, there were charged granular magnesium (24.3 g), dry zinc bromide (16.9 g) and dry tetrahydrofuran (110 g). Propargyl chloride (0.55 g) was added thereto at 10° C. while stirring. The resultant mixture was kept in an adiabatic condition, whereupon the reaction proceeded. When the heat generation stopped, a mixture of 5-methylfurfural (55.06 g), propargyl chloride (47.9 g) and tetrahydrofuran (110 g) was dropwise added to the reaction mixture at 35° C. in 2 hours...